This data is from the Open Reaction Database (ORD), a public repository of structured organic reaction records. The task is: describe an organic reaction: reactants, conditions, products, and yield Procedure details: The title compound was prepared by the same method as 4-{3-[6-(5-dimethylcarbamoyl-3′,4′-difluoro-biphenyl-3-yloxy)-hexyl]-2-(2-ethoxycarbonyl-ethyl)-phenoxy}-butyric acid ethyl ester starting from 4-[3-{6-[3-bromo-5-(3,3-difluoro-pyrrolidine-1-carbonyl)-phenoxy]-hexyl}-2-(2-ethoxycarbonyl-ethyl)-phenoxy]-butyric acid ethyl ester (114 mg, 0.163 mmol), thiophen-3-ylboronic acid (42.57 mg, 0.326 mmol), PdCl2(dppf) (17.94 mg, 0.025 mmol) and cesium carbonate (107.5 mg, 0.326 mmol) in dimethoxyethan... Isolated yield 78.9%. The reactants are C(C)OC(CCCOC1=C(C(=CC=C1)CCCCCCOC=1C=C(C=C(C1)C(N(C)C)=O)C1=CC(=C(C=C1)F)F)CCC(=O)OCC)=O (4-{3-[6-(5-dimethylcarbamoyl-3′,4′-difluoro-biphenyl-3-yloxy)-hexyl]-2-(2-ethoxycarbonyl-ethyl)-phenoxy}-butyric acid ethyl ester), C(C)OC(CCCOC1=C(C(=CC=C1)CCCCCCOC1=CC(=CC(=C1)C(=O)N1CC(CC1)(F)F)Br)CCC(=O)OCC)=O (4-[3-{6-[3-bromo-5-(3,3-difluoro-pyrrolidine-1-carbonyl)-phenoxy]-hexyl}-2-(2-ethoxycarbonyl-ethyl)-phenoxy]-butyric acid ethyl ester), S1C=C(C=C1)B(O)O (thiophen-3-ylboronic acid), C([O-])([O-])=O.[Cs+].[Cs+] (cesium carbonate). As a reaction SMILES: C(OC(=O)CCCOC1C=CC=C(CCCCCCOC2C=C(C3C=CC(F)=C(F)C=3)C=C(C(=O)N(C)C)C=2)C=1CCC(OCC)=O)C.[CH2:49]([O:51][C:52](=[O:93])[CH2:53][CH2:54][CH2:55][O:56][C:57]1[CH:62]=[CH:61][CH:60]=[C:59]([CH2:63][CH2:64][CH2:65][CH2:66][CH2:67][CH2:68][O:69][C:70]2[CH:75]=[C:74]([C:76]([N:78]3[CH2:82][CH2:81][C:80]([F:84])([F:83])[CH2:79]3)=[O:77])[CH:73]=[C:72](Br)[CH:71]=2)[C:58]=1[CH2:86][CH2:87][C:88]([O:90][CH2:91][CH3:92])=[O:89])[CH3:50].[S:94]1[CH:98]=[CH:97][C:96](B(O)O)=[CH:95]1.C(=O)([O-])[O-].[Cs+].[Cs+]>C(COC)OC.C1C=CC(P(C2C=CC=CC=2)[C-]2C=CC=C2)=CC=1.C1C=CC(P(C2C=CC=CC=2)[C-]2C=CC=C2)=CC=1.Cl[Pd]Cl.[Fe+2]>[CH2:49]([O:51][C:52](=[O:93])[CH2:53][CH2:54][CH2:55][O:56][C:57]1[CH:62]=[CH:61][CH:60]=[C:59]([CH2:63][CH2:64][CH2:65][CH2:66][CH2:67][CH2:68][O:69][C:70]2[CH:71]=[C:72]([C:96]3[CH:97]=[CH:98][S:94][CH:95]=3)[CH:73]=[C:74]([C:76]([N:78]3[CH2:82][CH2:81][C:80]([F:84])([F:83])[CH2:79]3)=[O:77])[CH:75]=2)[C:58]=1[CH2:86][CH2:87][C:88]([O:90][CH2:91][CH3:92])=[O:89])[CH3:50] |f:3.4.5,7.8.9.10|. Product: C(C)OC(CCCOC1=C(C(=CC=C1)CCCCCCOC1=CC(=CC(=C1)C1=CSC=C1)C(=O)N1CC(CC1)(F)F)CCC(=O)OCC)=O (4-[3-{6-[3-(3,3-difluoro-pyrrolidine-1-carbonyl)-5-thiophen-3-yl-phenoxy]-hexyl}-2-(2-ethoxycarbonyl-ethyl)-phenoxy]-butyric acid ethyl ester). Solvent: C(OC)COC (dimethoxyethane). The reagents and catalysts are C1=CC=C(C=C1)P([C-]2C=CC=C2)C3=CC=CC=C3.C1=CC=C(C=C1)P([C-]2C=CC=C2)C3=CC=CC=C3.Cl[Pd]Cl.[Fe+2] (PdCl2(dppf)). The reactants are [OH-].[K+] (potassium hydroxide), ClC=1C=C(C=CC1Cl)C(F)(F)F (3,4-dichlorobenzotrifluoride), [K] (potassium), C=1(O)C(=CC(O)=CC1)C1=CC=CC=C1COCC1=CC=CC=C1C=1C(O)=CC=C(C1)O (hydroquinone monobenzylether). The solvent is CO (methanol), CO (methanol). Reaction conditions: temperature 120 celsius. Product: ClC1=C(C=CC(=C1)C(F)(F)F)OC1=CC=C(C=C1)OCC1=CC=CC=C1 (4-benzyloxyphenyl 2-chloro-4-trifluoromethylphenyl ether). Yield: 70.0%. Reaction SMILES: [Cl:1][C:2]1[CH:3]=[C:4]([C:9]([F:12])([F:11])[F:10])[CH:5]=[CH:6][C:7]=1Cl.[K].C1(C(C2[C:27]([CH2:28][O:29][CH2:30][C:31]3[C:36](C4C(=CC=C(O)C=4)O)=[CH:35][CH:34]=[CH:33][CH:32]=3)=[CH:26][CH:25]=[CH:24][CH:23]=2)=CC(=CC=1)O)O.[OH-:45].[K+]>CO>[Cl:1][C:2]1[CH:3]=[C:4]([C:9]([F:12])([F:11])[F:10])[CH:5]=[CH:6][C:7]=1[O:45][C:25]1[CH:24]=[CH:23][C:28]([O:29][CH2:30][C:31]2[CH:32]=[CH:33][CH:34]=[CH:35][CH:36]=2)=[CH:27][CH:26]=1 |f:3.4,^1:12|. Procedure details: To as flask equipped with a stirrer, thermometer, condenser and drying tube are charged 3,4-dichlorobenzotrifluoride (43 g., 0.20 mole), potassium 4-benzyloxyphenate (47.5 g., 0.20 mole-prepared from hydroquinone monobenzylether using potassium hydroxide pellets dissolved in methanol and removal of the solvent in vacuo and subsequent precipitation in ether) and dimethyl sulfoxide (400 ml.). The reaction mixture is then warmed to 120° C. and maintained at 135° C. for 3 hours, cooled, poured into ...